This data is from the Open Reaction Database (ORD), a public repository of structured organic reaction records. The task is: describe an organic reaction: reactants, conditions, products, and yield Starting materials: sulfone, [Sn] (tin), C1(=CC=CC2=CC=CC=C12)S(=O)(=O)C1=NNC2=CC=C(C=C12)N (3-(Naphthalene-1-sulfonyl)-1H-indazol-5-ylamine), C1(=CC=CC2=CC=CC=C12)SC1=NNC2=CC=C(C=C12)[N+](=O)[O-] (3-(naphthalen-1-ylsulfanyl)-5-nitro-1H-indazole), ClC=1C=C(C(=O)OO)C=CC1 (3-chloroperoxybenzoic acid), C(=O)([O-])[O-].[Na+].[Na+] (Na2CO3), [OH-].[Na+] (NaOH). Solvent: CO (MeOH), Cl (hydrochloric acid), CCOC(=O)C (EtOAc), C(Cl)(Cl)Cl (CHCl3), C(Cl)Cl (CH2Cl2). Conditions: time 4 hour. The product is Cl.Cl.C1(=CC=CC2=CC=CC=C12)S(=O)(=O)C1=NNC2=CC=C(C=C12)NCCN (N1-[3-(Naphthalene-1-sulfonyl)-1H-indazol-5-yl]-ethane-1,2-diamine dihydrochloride). Isolated yield 45.0%. As a reaction SMILES: [C:1]1([S:11]([C:14]2[C:22]3[C:17](=[CH:18][CH:19]=[C:20]([NH2:23])[CH:21]=3)[NH:16][N:15]=2)(=[O:13])=[O:12])[C:10]2[C:5](=[CH:6][CH:7]=[CH:8][CH:9]=2)[CH:4]=[CH:3][CH:2]=1.C1(S[C:35]2[C:43]3C(=CC=C([N+]([O-])=O)C=3)N[N:36]=2)C2C(=CC=CC=2)C=CC=1.[Cl:47]C1C=C(C=CC=1)C(OO)=O.[Sn].[OH-].[Na+].C([O-])([O-])=O.[Na+].[Na+]>C(Cl)(Cl)Cl.CCOC(C)=O.CO.Cl.C(Cl)Cl>[ClH:47].[ClH:47].[C:1]1([S:11]([C:14]2[C:22]3[C:17](=[CH:18][CH:19]=[C:20]([NH:23][CH2:43][CH2:35][NH2:36])[CH:21]=3)[NH:16][N:15]=2)(=[O:13])=[O:12])[C:10]2[C:5](=[CH:6][CH:7]=[CH:8][CH:9]=2)[CH:4]=[CH:3][CH:2]=1 |f:4.5,6.7.8,14.15.16,^3:57|. Procedure: 3-(Naphthalene-1-sulfonyl)-1H-indazol-5-ylamine A mixture of 3-(naphthalen-1-ylsulfanyl)-5-nitro-1H-indazole (5.50 g, 17.11 mmol) and 3-chloroperoxybenzoic acid (17.91 g, 103.80 mmol) in CHCl3 (115 mL) was stirred at room temperature for 4 hr, diluted with EtOAc, washed with Na2SO3 solution, water, brine, dried over Na2SO4, and concentrated in vacuo to effort the crude intermediate which was carried out directly for the next step reaction without further purification. The mixture of the crude su... Starting materials: S(=O)(=O)(OC)OC (Dimethyl sulfate), S1(C=NC2=C1C=CC=C2)=O (Benzothiazolone), [OH-].[Na+] (sodium hydroxide), C1(=CC=CC=C1)C (toluene). The reagents and catalysts are [Br-].C(CCC)[N+](CCCC)(CCCC)CCCC (tetra-n-butylammonium bromide). The solvent is O (water). Reaction conditions: time 1 hour. Product: CN1CS(C2=C1C=CC=C2)=O (N-methylbenzothiazolone). The yield is 100.0%. As a reaction SMILES: [S:1]1(=[O:10])[C:5]2[CH:6]=[CH:7][CH:8]=[CH:9][C:4]=2[N:3]=[CH:2]1.[OH-].[Na+].[C:13]1(C)C=CC=CC=1.S(OC)(OC)(=O)=O>O.[Br-].C([N+](CCCC)(CCCC)CCCC)CCC>[CH3:13][N:3]1[C:4]2[CH:9]=[CH:8][CH:7]=[CH:6][C:5]=2[S:1](=[O:10])[CH2:2]1 |f:1.2,6.7|. Procedure details: Benzothiazolone (3.78 g, 0.025 mole) was dissolved in a solution of sodium hydroxide (1.60 g, 0.0375 mole) in water (100 c.c.), and tetra-n-butylammonium bromide (0.24 g, 7.5×10-4 mole) and toluene (40 c.c.) were added thereto. Dimethyl sulfate (4.70 g, 0.0375 mole) was added dropwise thereto at room temperature, and the mixture was stirred at room temperature for 1 hour, followed by phase-separation. The toluene layer was washed once with water, and the solvent was removed under reduced pressur... Reactants: BrC=1C=C(C(=NC1)C#N)[N+](=O)[O-] (5-bromo-3-nitropyridine-2-carbonitrile). The reagents and catalysts are [Fe] (Iron). Run in C(C)(=O)O (acetic acid). Conditions: temperature 80 celsius, time 2 hour. The product is NC=1C(=NC=C(C1)Br)C#N (3-amino-5-bromopicolinonitrile). Isolated yield 42.2%. RXN SMILES: [Br:1][C:2]1[CH:3]=[C:4]([N+:10]([O-])=O)[C:5]([C:8]#[N:9])=[N:6][CH:7]=1>C(O)(=O)C.[Fe]>[NH2:10][C:4]1[C:5]([C:8]#[N:9])=[N:6][CH:7]=[C:2]([Br:1])[CH:3]=1. Procedure details: Iron powder (5.0 g, 90 mmol) was added to a solution 5-bromo-3-nitropyridine-2-carbonitrile (4.56 g, 20 mmol) in glacial acetic acid (125 ml). The suspension was stirred for 2 h at 80° C. The cooled mixture was filtered through a short plug of Celite and washed with EtOAc. Solvents were evaporated, the residue was dissolved in EtOAc and neutralised with 20% aqueous K2CO3. Phases were separated and organic phase was washed with water and brine, dried over anhydrous Na2SO4, filtered and evaporated... Starting materials: Cc1cc2c(nc1Cl)N1C(C)CN(C(=O)OC(C)(C)C)CC1C2, ClCCl, O=C(O)C(F)(F)F. The product is Cc1cc2c(nc1Cl)N1C(C)CNCC1C2. Reaction SMILES: [C:1]([O:2][C:3](=[O:4])[N:8]1[CH2:9][CH:10]2[CH2:11][c:12]3[cH:13][c:14]([CH3:23])[c:15]([Cl:22])[n:16][c:17]3[N:18]2[CH:19]([CH3:21])[CH2:20]1)([CH3:5])([CH3:6])[CH3:7].[Cl:31][CH2:32][Cl:33].[OH:24][C:25]([C:26]([F:27])([F:28])[F:29])=[O:30]>>[NH:8]1[CH2:9][CH:10]2[CH2:11][c:12]3[cH:13][c:14]([CH3:23])[c:15]([Cl:22])[n:16][c:17]3[N:18]2[CH:19]([CH3:21])[CH2:20]1. Starting materials: ( 822-3 ), C(#N)CC(=O)N (cyanoacetamide), C(C)NCC (diethylamine), C(#N)C=1C(NC(=CC1CC)CC)=O (3-cyano-4,6-diethyl-2(1H)-pyridinone), C(CC)(=O)CC(CC)=O (dipropionylmethane), C(#N)C=1C(NC(=CC1CC)CC)=O (3-cyano-4,6-diethyl-2(1H)-pyridinone), Cl (hydrochloric acid). Solvent: C(C)O (ethanol). The product is C(C)C1=CC(NC(=C1)CC)=O (4,6-diethyl-2(1H)-pyridinone). As a reaction SMILES: C([C:3]1[C:4](=[O:13])[NH:5][C:6]([CH2:11][CH3:12])=[CH:7][C:8]=1[CH2:9][CH3:10])#N.C(CC(=O)CC)(=O)CC.C(CC(N)=O)#N.C(NCC)C.Cl>C(O)C>[CH2:9]([C:8]1[CH:7]=[C:6]([CH2:11][CH3:12])[NH:5][C:4](=[O:13])[CH:3]=1)[CH3:10]. Reported procedure: Basu [J. Indian Chem. Soc. 7, 815 (822-3) (1930)] describes the preparation of 3-cyano-4,6-diethyl-2(1H)-pyridinone (p. 822, VI) by reacting dipropionylmethane with cyanoacetamide in ethanol in the presence of diethylamine. In this same paper Basu heated 3-cyano-4,6-diethyl-2(1H)-pyridinone with concentrated hydrochloric acid to produce 4,6-diethyl-2(1H)-pyridinone (pp. 822-3). Starting materials: CCN(C(C)C)C(C)C, Cn1ncc(C(=O)O)c1Cl, ClCCl, Cl, NC1C2CC3CC(C2)CC1C3, CN(C)C=O, O. The product is Cn1ncc(C(=O)NC2C3CC4CC(C3)CC2C4)c1Cl. As a reaction SMILES: [CH:11]([N:12]([CH2:13][CH3:14])[CH:15]([CH3:16])[CH3:17])([CH3:18])[CH3:19].[Cl:1][c:2]1[c:3]([C:8](=[O:9])[OH:10])[cH:4][n:5][n:6]1[CH3:7].[Cl:33][CH2:34][Cl:35].[ClH:20].[NH2:21][CH:22]1[CH:23]2[CH2:24][CH:25]3[CH2:26][CH:27]([CH2:28][CH:29]1[CH2:30]3)[CH2:31]2.[O:36]=[CH:37][N:38]([CH3:39])[CH3:40].[OH2:32]>>[Cl:1][c:2]1[c:3]([C:8](=[O:10])[NH:21][CH:22]2[CH:23]3[CH2:24][CH:25]4[CH2:26][CH:27]([CH2:28][CH:29]2[CH2:30]4)[CH2:31]3)[cH:4][n:5][n:6]1[CH3:7]. Reactants: NC1=C2C(=NC=N1)N(N=C2C2=CC(=CC=C2)OC)CC=2OC1=CC=CC=C1C(C2C2=CC(=CC=C2)F)=O (2-((4-amino-3-(3-methoxyphenyl)-1H-pyrazolo[3,4-d]pyrimidin-1-yl)methyl)-3-(3-fluorophenyl)-4H-chromen-4-one). The solvent is ClCCl (dichloromethane), B(Br)(Br)Br (BBr3), ClCCl (dichloromethane). Conditions: time 12 hour. Product: NC1=C2C(=NC=N1)N(N=C2C2=CC(=CC=C2)O)CC=2OC1=CC=CC=C1C(C2C2=CC(=CC=C2)F)=O (2-((4-amino-3-(3-hydroxyphenyl)-1H-pyrazolo[3,4-d]pyrimidin-1-yl)methyl)-3-(3-fluorophenyl)-4H-chromen-4-one). Isolated yield 38.1%. As a reaction SMILES: [NH2:1][C:2]1[N:7]=[CH:6][N:5]=[C:4]2[N:8]([CH2:19][C:20]3[O:21][C:22]4[C:27]([C:28](=[O:37])[C:29]=3[C:30]3[CH:35]=[CH:34][CH:33]=[C:32]([F:36])[CH:31]=3)=[CH:26][CH:25]=[CH:24][CH:23]=4)[N:9]=[C:10]([C:11]3[CH:16]=[CH:15][CH:14]=[C:13]([O:17]C)[CH:12]=3)[C:3]=12>ClCCl.B(Br)(Br)Br>[NH2:1][C:2]1[N:7]=[CH:6][N:5]=[C:4]2[N:8]([CH2:19][C:20]3[O:21][C:22]4[C:27]([C:28](=[O:37])[C:29]=3[C:30]3[CH:35]=[CH:34][CH:33]=[C:32]([F:36])[CH:31]=3)=[CH:26][CH:25]=[CH:24][CH:23]=4)[N:9]=[C:10]([C:11]3[CH:16]=[CH:15][CH:14]=[C:13]([OH:17])[CH:12]=3)[C:3]=12. Procedure details: To a solution of example 54 (0.200 g, 0.383 mmoles) in dichloromethane (30 ml), BBr3 (1M in dichloromethane, 2.0 ml) was added at 0° C. and the reaction mixture was warmed to RT and then stirred for 12 h. The reaction mixture was quenched with 1.5N HCl solution and extracted with dichloromethane. The organic layer was dried over sodium sulphate and concentrated. The crude product was purified by column chromatography with methanol: dichloromethane to afford the title compound as off-white solid ... Starting materials: COC1=C(C(=O)CCCCCBr)C=CC(=C1)Cl (5-(2-methoxy-4-chlorobenzoyl)pentyl bromide), B (Borane), Cl (hydrochloric acid). The solvent is O1CCCC1 (tetrahydrofuran), O1CCCC1 (tetrahydrofuran). Run at time 45 minute. Product: BrCCCCCC(O)C1=C(C=C(C=C1)Cl)OC (5-Bromopentyl 2-methoxy-4-chlorophenyl carbinol). RXN SMILES: B.[CH3:2][O:3][C:4]1[CH:17]=[C:16]([Cl:18])[CH:15]=[CH:14][C:5]=1[C:6]([CH2:8][CH2:9][CH2:10][CH2:11][CH2:12][Br:13])=[O:7].Cl>O1CCCC1>[Br:13][CH2:12][CH2:11][CH2:10][CH2:9][CH2:8][CH:6]([C:5]1[CH:14]=[CH:15][C:16]([Cl:18])=[CH:17][C:4]=1[O:3][CH3:2])[OH:7]. Procedure: Borane in tetrahydrofuran (240 ml. of 1M) was added over a period of 15 minutes to a solution of 72 g. of 5-(2-methoxy-4-chlorobenzoyl)pentyl bromide in 240 ml. of tetrahydrofuran. The mixture was stirred 45 minutes in an ice bath, and then 300 ml. of 2N hydrochloric acid was cautiously added. The mixture was concentrated to a volume of 500 ml., extracted with ether, the ether extracts washed with sodium bicarbonate and dried over anhydrous magnesium sulfate. Evaporation of the solvent afforded ... Reactants: COC(=O)c1ccc(-c2ccc(CCN(CC(O)c3cccnc3)C(=O)OC(C)(C)C)cc2)cc1CC(C)C, CO, [Na+], C1CCOC1, [OH-]. Product: CC(C)Cc1cc(-c2ccc(CCN(CC(O)c3cccnc3)C(=O)OC(C)(C)C)cc2)ccc1C(=O)O. RXN SMILES: [C:1]([CH3:2])([CH3:3])([CH3:4])[O:5][C:6](=[O:7])[N:8]([CH2:9][CH2:10][c:11]1[cH:12][cH:13][c:14](-[c:17]2[cH:18][c:19]([CH2:27][CH:28]([CH3:29])[CH3:30])[c:20]([C:23](=[O:24])[O:25][CH3:26])[cH:21][cH:22]2)[cH:15][cH:16]1)[CH2:31][CH:32]([c:33]1[cH:34][n:35][cH:36][cH:37][cH:38]1)[OH:39].[CH3:42][OH:43].[Na+:41].[O:44]1[CH2:45][CH2:46][CH2:47][CH2:48]1.[OH-:40]>>[C:1]([CH3:2])([CH3:3])([CH3:4])[O:5][C:6](=[O:7])[N:8]([CH2:9][CH2:10][c:11]1[cH:12][cH:13][c:14](-[c:17]2[cH:18][c:19]([CH2:27][CH:28]([CH3:29])[CH3:30])[c:20]([C:23](=[O:24])[OH:25])[cH:21][cH:22]2)[cH:15][cH:16]1)[CH2:31][CH:32]([c:33]1[cH:34][n:35][cH:36][cH:37][cH:38]1)[OH:39]. The reactants are COC(=O)C(CCC(=O)c1ccc(OCc2ccccc2)cc1)NC(=O)OC(C)(C)C, ClCCl, O=C(O)C(F)(F)F. The product is COC(=O)C1CCC(c2ccc(OCc3ccccc3)cc2)=N1. RXN SMILES: [CH3:1][C:2]([O:3][C:4](=[O:6])[NH:8][CH:9]([C:10](=[O:11])[O:12][CH3:13])[CH2:14][CH2:15][C:16](=[O:5])[c:17]1[cH:18][cH:19][c:20]([O:23][CH2:24][c:25]2[cH:26][cH:27][cH:28][cH:29][cH:30]2)[cH:21][cH:22]1)([CH3:7])[CH3:31].[Cl:39][CH2:40][Cl:41].[OH:32][C:33]([C:34]([F:35])([F:36])[F:37])=[O:38]>>[N:8]1=[C:16]([c:17]2[cH:18][cH:19][c:20]([O:23][CH2:24][c:25]3[cH:26][cH:27][cH:28][cH:29][cH:30]3)[cH:21][cH:22]2)[CH2:15][CH2:14][CH:9]1[C:10](=[O:11])[O:12][CH3:13].